This data is from the Open Reaction Database (ORD), a public repository of structured organic reaction records. The task is: describe an organic reaction: reactants, conditions, products, and yield Reactants: OCCO, Cc1ccccc1, O=C1CCC(C(=O)O)(c2ccccc2F)CC1, O, Cc1ccc(S(=O)(=O)O)cc1. The product is O=C(O)C1(c2ccccc2F)CCC2(CC1)OCCO2. Reaction SMILES: [CH2:30]([CH2:31][OH:32])[OH:33].[CH3:34][c:35]1[cH:36][cH:37][cH:38][cH:39][cH:40]1.[F:1][c:2]1[c:3]([C:8]2([C:15](=[O:16])[OH:17])[CH2:9][CH2:10][C:11](=[O:14])[CH2:12][CH2:13]2)[cH:4][cH:5][cH:6][cH:7]1.[OH2:18].[c:19]1([CH3:20])[cH:21][cH:22][c:23]([S:24]([OH:25])(=[O:26])=[O:27])[cH:28][cH:29]1>>[F:1][c:2]1[c:3]([C:8]2([C:15](=[O:16])[OH:17])[CH2:9][CH2:10][C:11]3([CH2:12][CH2:13]2)[O:14][CH2:30][CH2:31][O:32]3)[cH:4][cH:5][cH:6][cH:7]1. Reactants: CN(C=CC(=O)C1=CC=NC=C1)C (3-dimethylamino-1-(4-pyridyl)-2-propen-1-one), [N+](=O)(O)[O-].FC(C(F)F)(OC=1C=C(C=CC1)NC(=N)N)F (3-(1,1,2,2-tetrafluoroethoxy)phenylguanidine nitrate), [OH-].[Na+] (sodium hydroxide). The solvent is C(C(C)C)O (isobutanol). Run at temperature 110 celsius, time 3 hour. The product is FC(C(F)F)(OC=1C=C(C=CC1)NC1=NC=CC(=N1)C1=CC=NC=C1)F (N-[3-(1,1,2,2-tetrafluoroethoxy)phenyl]-4-(4-pyridyl)-2-pyrimidine-amine). Reaction SMILES: CN(C)[CH:3]=[CH:4][C:5]([C:7]1[CH:12]=[CH:11][N:10]=[CH:9][CH:8]=1)=O.[N+]([O-])(O)=O.[F:18][C:19]([F:34])([O:23][C:24]1[CH:25]=[C:26]([NH:30][C:31]([NH2:33])=[NH:32])[CH:27]=[CH:28][CH:29]=1)[CH:20]([F:22])[F:21].[OH-].[Na+]>C(O)C(C)C>[F:18][C:19]([F:34])([O:23][C:24]1[CH:25]=[C:26]([NH:30][C:31]2[N:33]=[C:5]([C:7]3[CH:12]=[CH:11][N:10]=[CH:9][CH:8]=3)[CH:4]=[CH:3][N:32]=2)[CH:27]=[CH:28][CH:29]=1)[CH:20]([F:21])[F:22] |f:1.2,3.4|. Procedure details: To a solution of 13.2 g (75 mmol) of 3-dimethylamino-1-(4-pyridyl)-2-propen-1-one [described in EP-A-0 233 461] in 500 ml of isobutanol are added 23.6 g (75 mmol) of 3-(1,1,2,2-tetrafluoroethoxy)phenylguanidine nitrate. Following the addition of 4 g (100 mmol) of sodium hydroxide, the reaction mixture is stirred for 3 hours at 110° C. The suspension is concentrated under reduced pressure, the residue is dissolved in 500 ml of methylene chloride/tetrahydrofuran (1:1), and the solution is extracte... Starting materials: NC(=O)C1=C(C(=C(OCCCOC=2C(=C(OCC(=O)OCC)C=CC2)CCC)C=C1)CC=C)O (Ethyl [3-[3-[4-(aminocarbonyl)-3-hydroxy-2-(2-propenyl)phenoxy]propoxy]-2-propylphenoxy]acetate), [OH-].[K+] (potassium hydroxide), S(=O)(=O)(OC)OC (dimethyl sulfate), C1CCOC1 (THF). Reported procedure: The compound of Example 54 (132 mg, 0.280 mmol), potassium hydroxide (18.8 mg, 0.336 mmol) and dimethyl sulfate (52.9 mg, 0.420 mmol) were added to THF, and the reaction mixture was stirred overnight at room temperature, then 10 ml of water was added, and the layers were separated. The aqueous layer was extracted three times with ethyl acetate, and the combined organic fractions were dried and filtered. The solvent was removed under vacuum to give an oil. Chromatography of the oil on silica gel ... As a reaction SMILES: [NH2:1][C:2]([C:4]1[CH:30]=[CH:29][C:7]([O:8][CH2:9][CH2:10][CH2:11][O:12][C:13]2[C:14]([CH2:26][CH2:27][CH3:28])=[C:15]([CH:23]=[CH:24][CH:25]=2)[O:16][CH2:17][C:18]([O:20][CH2:21][CH3:22])=[O:19])=[C:6]([CH2:31][CH:32]=[CH2:33])[C:5]=1[OH:34])=[O:3].[OH-].[K+].S(OC)(O[CH3:41])(=O)=O.C1COCC1>C(OCC)(=O)C.CCCCCC.O>[NH2:1][C:2]([C:4]1[CH:30]=[CH:29][C:7]([O:8][CH2:9][CH2:10][CH2:11][O:12][C:13]2[C:14]([CH2:26][CH2:27][CH3:28])=[C:15]([CH:23]=[CH:24][CH:25]=2)[O:16][CH2:17][C:18]([O:20][CH2:21][CH3:22])=[O:19])=[C:6]([CH2:31][CH:32]=[CH2:33])[C:5]=1[O:34][CH3:41])=[O:3] |f:1.2,5.6|. Reaction conditions: time 8 hour. Solvent: C(C)(=O)OCC.CCCCCC (ethyl acetate hexane), O (water). Product: NC(=O)C1=C(C(=C(OCCCOC=2C(=C(OCC(=O)OCC)C=CC2)CCC)C=C1)CC=C)OC (Ethyl [3-[3-[4-(aminocarbonyl)-3-methoxy-2-(2-propenyl)phenoxy]propoxy]-2-propylphenoxy]acetate). Procedure details: N-(4-Amino-3-methoxy-phenyl)-N-methyl-2-(4-methyl-piperazin-1-yl)-acetamide was prepared in an analogous fashion to [(S)-1-(4-Amino-3-methoxy-phenyl)-piperidin-3-yl]-(4-methyl-piperazin-1-yl)-methanone of Example 460c replacing [(S)-1-(3-Methoxy-4-nitro-phenyl)-piperidin-3-yl]-(4-methyl-piperazin-1-yl)-methanone with N-(3-Methoxy-4-nitro-phenyl)-N-methyl-2-(4-methyl-piperazin-1-yl)-acetamide. N-(4-Amino-3-methoxy-phenyl)-N-methyl-2-(4-methyl-piperazin-1-yl)-acetamide was purified by trituration ... Reactants: NC1=C(C=C(C=C1)N1C[C@H](CCC1)C(=O)N1CCN(CC1)C)OC ([(S)-1-(4-Amino-3-methoxy-phenyl)-piperidin-3-yl]-(4-methyl-piperazin-1-yl)-methanone), COC=1C=C(C=CC1[N+](=O)[O-])N(C(CN1CCN(CC1)C)=O)C (N-(3-Methoxy-4-nitro-phenyl)-N-methyl-2-(4-methyl-piperazin-1-yl)-acetamide). Reaction SMILES: NC1C=CC(N2CCC[C@H](C(N3CCN(C)CC3)=O)C2)=CC=1OC.[CH3:25][O:26][C:27]1[CH:28]=[C:29]([N:36]([CH3:47])[C:37](=[O:46])[CH2:38][N:39]2[CH2:44][CH2:43][N:42]([CH3:45])[CH2:41][CH2:40]2)[CH:30]=[CH:31][C:32]=1[N+:33]([O-])=O>>[NH2:33][C:32]1[CH:31]=[CH:30][C:29]([N:36]([CH3:47])[C:37](=[O:46])[CH2:38][N:39]2[CH2:40][CH2:41][N:42]([CH3:45])[CH2:43][CH2:44]2)=[CH:28][C:27]=1[O:26][CH3:25]. Product: NC1=C(C=C(C=C1)N(C(CN1CCN(CC1)C)=O)C)OC (N-(4-Amino-3-methoxy-phenyl)-N-methyl-2-(4-methyl-piperazin-1-yl)-acetamide). Starting materials: B, CC(C)(C)OC(=O)N1CC(C(=O)O)C1, C1CCOC1, CSC, Cl. The product is CC(C)(C)OC(=O)N1CC(CO)C1. RXN SMILES: [BH3:18].[C:1]([CH3:2])([CH3:3])([CH3:4])[O:5][C:6](=[O:7])[N:8]1[CH2:9][CH:10]([C:12](=[O:13])[OH:14])[CH2:11]1.[CH2:20]1[O:21][CH2:22][CH2:23][CH2:24]1.[CH3:15][S:16][CH3:17].[ClH:19]>>[C:1]([CH3:2])([CH3:3])([CH3:4])[O:5][C:6](=[O:7])[N:8]1[CH2:9][CH:10]([CH2:12][OH:13])[CH2:11]1. Starting materials: FC1=C(N(N=C1)C)C=1C=C(C=CC1OC)N (3-(4-Fluoro-2-methyl-2H-pyrazol-3-yl)-4-methoxy-phenylamine), ClC1=CC=C(C=C1)N=C=O (4-chlorophenylisocyanate). Run in C(Cl)Cl (CH2Cl2). Run at time 8 hour. Product: ClC1=CC=C(C=C1)NC(=O)NC1=CC(=C(C=C1)OC)C=1N(N=CC1F)C (1-(4-Chloro-phenyl)-3-[3-(4-fluoro-2-methyl-2H-pyrazol-3-yl)-4-methoxy-phenyl]-urea). Isolated yield 49.0%. Reaction SMILES: [F:1][C:2]1[CH:6]=[N:5][N:4]([CH3:7])[C:3]=1[C:8]1[CH:9]=[C:10]([NH2:16])[CH:11]=[CH:12][C:13]=1[O:14][CH3:15].[Cl:17][C:18]1[CH:23]=[CH:22][C:21]([N:24]=[C:25]=[O:26])=[CH:20][CH:19]=1>C(Cl)Cl>[Cl:17][C:18]1[CH:23]=[CH:22][C:21]([NH:24][C:25]([NH:16][C:10]2[CH:11]=[CH:12][C:13]([O:14][CH3:15])=[C:8]([C:3]3[N:4]([CH3:7])[N:5]=[CH:6][C:2]=3[F:1])[CH:9]=2)=[O:26])=[CH:20][CH:19]=1. Procedure details: 3-(4-Fluoro-2-methyl-2H-pyrazol-3-yl)-4-methoxy-phenylamine (49 mg, 0.22 mmol) was dissolved in 3 mL of CH2Cl2, treated with 4-chlorophenylisocyanate (40 mg, 0.27 mmol), and stirred at room temperature overnight. The solvent was removed under reduced pressure, dissolved in DMSO (5 ml), and purified by preparative HPLC to afford Compound 27 as a white solid, 41 mg, 49% yield: LCMS m/z (%)=377 (M+H37Cl, 31), 375 (M+H35Cl, 100). 1H NMR (400 MHz, acetone-d6) δ: 8.77 (s, 1H), 8.67 (s, 1H), 7.66 (ddd,...